From a dataset of the Open Reaction Database (ORD), a public repository of structured organic reaction records. describe an organic reaction: reactants, conditions, products, and yield Starting materials: CC(C)(C)[Si](C)(C)OC1CC=CC1, CC(=O)[O-], CC(=O)[O-], CCOC(=O)C=[N+]=[N-], [Rh+2]. The product is CCOC(=O)C1C2CC(O[Si](C)(C)C(C)(C)C)CC21. Reaction SMILES: [C:1]([CH3:2])([CH3:3])([CH3:4])[Si:5]([CH3:6])([CH3:7])[O:8][CH:9]1[CH2:10][CH:11]=[CH:12][CH2:13]1.[C:22]([O-:23])(=[O:24])[CH3:25].[C:27]([O-:28])(=[O:29])[CH3:30].[N+:14](=[N-:15])=[CH:16][C:17](=[O:18])[O:19][CH2:20][CH3:21].[Rh+2:26]>>[C:1]([CH3:2])([CH3:3])([CH3:4])[Si:5]([CH3:6])([CH3:7])[O:8][CH:9]1[CH2:10][CH:11]2[CH:12]([CH2:13]1)[CH:16]2[C:17](=[O:18])[O:19][CH2:20][CH3:21]. Reactants: ClC1=CC2=C(O[C@@H](O[C@@H]2C2=CC=CC=C2)C(=O)O)C=C1 (cis-6-Chloro-4-phenyl-1,3-benzodioxan-2-carboxylic acid), N[C@@H](CCSCC)C(=O)Cl (ethionyl chloride), CN(C)CCCN (dimethylaminopropyl amine). Reagents/catalysts: CN(C)C=O (DMF). The solvent is C(Cl)Cl (CH2Cl2), C(Cl)Cl (CH2Cl2). Yields the product Cl.ClC1=CC2=C(O[C@@H](O[C@@H]2C2=CC=CC=C2)C(=O)NCCCN(C)C)C=C1 (cis-6-Chloro-4-phenyl-N-(3-dimethylaminopropyl)1,3-benzodioxan-2-carboxamide hydrochloride). The yield is 162.4%. RXN SMILES: [Cl:1][C:2]1[CH:20]=[CH:19][C:5]2[O:6][C@H:7]([C:16]([OH:18])=O)[O:8][C@H:9]([C:10]3[CH:15]=[CH:14][CH:13]=[CH:12][CH:11]=3)[C:4]=2[CH:3]=1.N[C@H](C(Cl)=O)CCSCC.[CH3:31][N:32]([CH2:34][CH2:35][CH2:36][NH2:37])[CH3:33]>CN(C=O)C.C(Cl)Cl>[ClH:1].[Cl:1][C:2]1[CH:20]=[CH:19][C:5]2[O:6][C@H:7]([C:16]([NH:37][CH2:36][CH2:35][CH2:34][N:32]([CH3:33])[CH3:31])=[O:18])[O:8][C@H:9]([C:10]3[CH:11]=[CH:12][CH:13]=[CH:14][CH:15]=3)[C:4]=2[CH:3]=1 |f:5.6|. Procedure details: cis-6-Chloro-4-phenyl-1,3-benzodioxan-2-carboxylic acid (2.91 g., 10 mmoles), ethionyl chloride (10 ml) and dry DMF (4 drops) were refluxed in 100 ml of dry CH2Cl2 for 2 hrs. Removal of solvent and excess reagent under reduced pressure afforded the crude acid chloride which was then redissolved in CH2Cl2 (50 ml) and treated with dimethylaminopropyl amine (1.53 g., 15 mmloes). The reaction was somewhat exothermic and the stirred mixture was maintained at 20° for 35 mins., and then at reflux for 4... The reactants are C1(=CC=CC=C1)C#C (Phenylacetylene), C(C)(C)NC(C)C (diisopropylamine), IC1=CC=C(C=C1)OC(N(C1=CC=CC=C1)C)=O (methyl-phenyl-carbamic acid 4-iodo-phenyl ester). Reagents/catalysts: [Cu]I (CuI), C=1C=CC(=CC1)/C=C/C(=O)/C=C/C2=CC=CC=C2.C=1C=CC(=CC1)/C=C/C(=O)/C=C/C2=CC=CC=C2.C=1C=CC(=CC1)/C=C/C(=O)/C=C/C2=CC=CC=C2.[Pd].[Pd] (Pd2(dba)3), CC(C)([P](C(C)(C)C)([Pd][P](C(C)(C)C)(C(C)(C)C)C(C)(C)C)C(C)(C)C)C (Pd(P(t-Bu)3)2). Reaction conditions: temperature 70 celsius, time 8 hour. Product: C1(=CC=CC=C1)C#CC1=CC=C(C=C1)OC(N(C1=CC=CC=C1)C)=O (Methyl-phenyl-carbamic acid 4-phenylethynyl-phenyl ester). Isolated yield 41.0%. Reaction SMILES: [C:1]1([C:7]#[CH:8])[CH:6]=[CH:5][CH:4]=[CH:3][CH:2]=1.C(NC(C)C)(C)C.I[C:17]1[CH:22]=[CH:21][C:20]([O:23][C:24](=[O:33])[N:25]([CH3:32])[C:26]2[CH:31]=[CH:30][CH:29]=[CH:28][CH:27]=2)=[CH:19][CH:18]=1>[Cu]I.C1C=CC(/C=C/C(/C=C/C2C=CC=CC=2)=O)=CC=1.C1C=CC(/C=C/C(/C=C/C2C=CC=CC=2)=O)=CC=1.C1C=CC(/C=C/C(/C=C/C2C=CC=CC=2)=O)=CC=1.[Pd].[Pd].CC(C)([P](C(C)(C)C)([Pd][P](C(C)(C)C)(C(C)(C)C)C(C)(C)C)C(C)(C)C)C>[C:1]1([C:7]#[C:8][C:17]2[CH:18]=[CH:19][C:20]([O:23][C:24](=[O:33])[N:25]([CH3:32])[C:26]3[CH:31]=[CH:30][CH:29]=[CH:28][CH:27]=3)=[CH:21][CH:22]=2)[CH:6]=[CH:5][CH:4]=[CH:3][CH:2]=1 |f:4.5.6.7.8,^1:94,100|. Reported procedure: Phenylacetylene (1.2 mmol), diisopropylamine (1.2 mmol), CuI (0.03 mmol), Pd2(dba)3 (0.03 mmol), Pd(P(t-Bu)3)2 (0.06 mmol) and methyl-phenyl-carbamic acid 4-iodo-phenyl ester (1.0 mmol) were added to a Schlenk tube under nitrogen. The Schlenk tube was evacuated and refilled with nitrogen five times. Then dioxane (2 mL) was added and the reaction mixture was stirred at 70° C. for 8 h. The crude product was purified by flash chromatography (Quad flash 12, EtOAc-heptane) giving the title compound i... Reactants: C(CC(=O)C)(=O)OCC (ethyl acetoacetate), 1,4-Dibromobutene-2, C(Cl)Cl (methylene dichloride), C(CC(=O)C)(=O)OCC (Ethyl acetoacetate), C(/C=C/CCl)Cl (1,4-dichlorobutene-2), [OH-].[K+] (potassium hydroxide), C(Cl)Cl (methylene dichloride). Reagents/catalysts: O(CC(C)[*:2])[*:1] (poly(oxypropylene)), poly(propylene glycol). Run at temperature 35 celsius. Product: C(=O)(OCC)C1(C(C1=O)C=C)C (1-carboethoxy-1-methylketo-2-vinylcyclopropane). As a reaction SMILES: [C:1]([O:7][CH2:8][CH3:9])(=[O:6])[CH2:2][C:3]([CH3:5])=[O:4].[CH2:10](Cl)/[CH:11]=C/CCl.[OH-].[K+].[CH2:18](Cl)Cl>>[C:1]([C:2]1([CH3:18])[C:3](=[O:4])[CH:5]1[CH:10]=[CH2:11])([O:7][CH2:8][CH3:9])=[O:6] |f:2.3|. Procedure: Ethyl acetoacetate was reacted with 1,4-dichlorobutene-2 in a manner similar to that described in Example III using a poly(oxypropylene) catalyst. For the reaction, 5.6 g potassium hydroxide and 50 mls. methylene dichloride were combined in the reaction vessel and ethyl acetoacetate (6.5 g), the poly(propylene glycol) catalyst (1.06 g) and 20 mls. methylene dichloride rapidly added with vigorous stirring. 1,4-Dibromobutene-2 (10.7 g) was then added via a solids addition funnel while maintaining ...